describe an organic reaction: reactants, conditions, products, and yield From a dataset of the Open Reaction Database (ORD), a public repository of structured organic reaction records. Reactants: C(CCN)N (1,3-propanediamine), C(=O)C1=NC=CC=C1 (2-formylpyridine). Solvent: C1=CC=CC=C1 (benzene), C1=CC=CC=C1 (benzene). The product is N1=C(C=CC=C1)C1NCCCN1 (2-(2-PYRIDYL)-HEXAHYDROPYRIMIDINE). Yield: 98.0%. Reaction SMILES: [CH2:1]([NH2:5])[CH2:2][CH2:3][NH2:4].[CH:6]([C:8]1[CH:13]=[CH:12][CH:11]=[CH:10][N:9]=1)=O>C1C=CC=CC=1>[N:9]1[CH:10]=[CH:11][CH:12]=[CH:13][C:8]=1[CH:6]1[NH:5][CH2:1][CH2:2][CH2:3][NH:4]1. Reported procedure: To a stirred solution of 1,3-propanediamine (0.37 g, 0.005 mol) in dry benzene (25) mL) was added dropwise at room temperature pyridine-2-carboxaldehyde (2) (0.535 g. 0.005 mol) in dry benzene (5 mL). The resulting cloudy solution was heated under reflux, using a Dean-Stark trap to remove water during 2 hr. The solvent was then completely removed by distillation to give about a quantatitive yield (0.80 g) of compound (9), having an N--CH(2-pyr)--N resonance at 4.1 ppm). The reactants are C(C)(C)(C)OC(=O)N(C=1C(=NC=C(C1)C1=CC=2C3=C(C=NC2C=C1)N(C(N3C=3C(=NN(C3)C)C)=O)C)COC(C)=O)CC (acetic acid 3-(tert-butoxycarbonyl-ethyl-amino)-5-[1-(1,3-dimethyl-1H-pyrazol-4-yl)-3-methyl-2-oxo-2,3-dihydro-1H-imidazo[4,5-c]quinolin-8-yl]-pyridin-2-ylmethyl ester), [C-]#N.[K+] (KCN). The solvent is CCO (EtOH), CCOC(=O)C (EtOAc). Reaction conditions: temperature 80 celsius, time 17 hour. Product: CN1N=C(C(=C1)N1C(N(C=2C=NC=3C=CC(=CC3C21)C2=CC=1N(C(OCC1N=C2)=O)CC)C)=O)C (1-(1,3-Dimethyl-1H-pyrazol-4-yl)-8-(1-ethyl-2-oxo-1,4-dihydro-2H-pyrido[3,2-d][1,3]oxazin-7-yl)-3-methyl-1,3-dihydro-imidazo[4,5-c]quinolin-2-one). As a reaction SMILES: C([O:5][C:6]([N:8]([CH2:42][CH3:43])[C:9]1[C:10]([CH2:37]OC(=O)C)=[N:11][CH:12]=[C:13]([C:15]2[CH:24]=[CH:23][C:22]3[N:21]=[CH:20][C:19]4[N:25]([CH3:36])[C:26](=[O:35])[N:27]([C:28]5[C:29]([CH3:34])=[N:30][N:31]([CH3:33])[CH:32]=5)[C:18]=4[C:17]=3[CH:16]=2)[CH:14]=1)=[O:7])(C)(C)C.[C-]#N.[K+]>CCO.CCOC(C)=O>[CH3:33][N:31]1[CH:32]=[C:28]([N:27]2[C:18]3[C:17]4[CH:16]=[C:15]([C:13]5[CH:12]=[N:11][C:10]6[CH2:37][O:7][C:6](=[O:5])[N:8]([CH2:42][CH3:43])[C:9]=6[CH:14]=5)[CH:24]=[CH:23][C:22]=4[N:21]=[CH:20][C:19]=3[N:25]([CH3:36])[C:26]2=[O:35])[C:29]([CH3:34])=[N:30]1 |f:1.2|. Procedure details: A mixture of acetic acid 3-(tert-butoxycarbonyl-ethyl-amino)-5-[1-(1,3-dimethyl-1H-pyrazol-4-yl)-3-methyl-2-oxo-2,3-dihydro-1H-imidazo[4,5-c]quinolin-8-yl]-pyridin-2-ylmethyl ester (stage 155.1.1, 0.107 mmol) and KCN (0.16 mmol) in EtOH (0.6 ml) was stirred for 17 h at 80° C. The RM was diluted with EtOAc and washed with water, with brine, dried over Na2SO4, filtered and evaporated. The residue The residue was absorbed on silica gel and purified by flash chromatography (CH2Cl2/MeOH 0% to 8%). Th... The reactants are CCOC(C)=O, CO, O=C(c1ccccc1)n1ccc2ccc(Cl)nc21, [Na+], [OH-]. Product: Clc1ccc2cc[nH]c2n1. Reaction SMILES: [CH3:21][CH2:22][O:23][C:24](=[O:25])[CH3:26].[CH3:27][OH:28].[Cl:1][c:2]1[cH:3][cH:4][c:5]2[c:6]([n:7]1)[n:8]([C:11]([c:12]1[cH:13][cH:14][cH:15][cH:16][cH:17]1)=[O:18])[cH:9][cH:10]2.[Na+:20].[OH-:19]>>[Cl:1][c:2]1[cH:3][cH:4][c:5]2[c:6]([n:7]1)[nH:8][cH:9][cH:10]2. Reactants: S(=O)(=O)(C1=CC=C(C)C=C1)NN=CC=CC1=CC=CC=C1 (cinnamaldehyde tosyl hydrazone), solution, N(=O)[O-].[Na+] (sodium nitrite), ClC=1C=C(N)C=CC1 (3-chloroaniline). The solvent is N1=CC=CC=C1 (pyridine), O (water), Cl (hydrochloric acid), C(C)O (ethanol). Conditions: temperature 0 celsius. Product: ClC=1C=C(C=CC1)N1N=C(N=N1)C=CC1=CC=CC=C1 (2-(3-Chloro-phenyl)-5-styryl-2H-tetrazole). Yield: 19.0%. RXN SMILES: [N:1]([O-])=O.[Na+].[Cl:5][C:6]1[CH:7]=[C:8]([CH:10]=[CH:11][CH:12]=1)[NH2:9].S([NH:23][N:24]=[CH:25][CH:26]=[CH:27][C:28]1[CH:33]=[CH:32][CH:31]=[CH:30][CH:29]=1)(C1C=CC(C)=CC=1)(=O)=O>O.Cl.C(O)C.N1C=CC=CC=1>[Cl:5][C:6]1[CH:7]=[C:8]([N:9]2[N:23]=[N:24][C:25]([CH:26]=[CH:27][C:28]3[CH:33]=[CH:32][CH:31]=[CH:30][CH:29]=3)=[N:1]2)[CH:10]=[CH:11][CH:12]=1 |f:0.1|. Procedure: An aqueous (5 mL) solution of sodium nitrite (540.9 mg, 7.839 mmol) was added to a solution of 3-chloroaniline in water (7 mL), concentrated hydrochloric acid (3 mL) and ethanol (7 mL) via dropping funnel. The reaction was allowed to stir at 0° C. for ten minutes. This solution was poured into a dropping funnel and ice was added. This was added dropwise to a solution of cinnamaldehyde tosyl hydrazone (2.3 g, 7.682 mmol) in pyridine (20 mL). This was allowed to stir overnight. An aqueous workup w...